Dataset: the Open Reaction Database (ORD), a public repository of structured organic reaction records. Task: describe an organic reaction: reactants, conditions, products, and yield Reactants: O=C([O-])[O-], CCCc1nc2c(n1Cc1ccc(-c3ccccc3-c3nnnn3C(c3ccccc3)(c3ccccc3)c3ccccc3)cc1)C(C(=O)OCC)NCC2, CCBr, CN(C)C=O, CCOC(C)=O, [K+], [K+]. The product is CCCc1nc2c(n1Cc1ccc(-c3ccccc3-c3nnnn3C(c3ccccc3)(c3ccccc3)c3ccccc3)cc1)C(C(=O)OCC)N(CC)CC2. As a reaction SMILES: [C:55](=[O:56])([O-:57])[O-:58].[CH2:1]([CH2:2][CH3:3])[c:4]1[n:5][c:6]2[c:7]([n:17]1[CH2:18][c:19]1[cH:20][cH:21][c:22](-[c:25]3[c:26](-[c:31]4[n:32][n:33][n:34][n:35]4[C:36]([c:37]4[cH:38][cH:39][cH:40][cH:41][cH:42]4)([c:43]4[cH:44][cH:45][cH:46][cH:47][cH:48]4)[c:49]4[cH:50][cH:51][cH:52][cH:53][cH:54]4)[cH:27][cH:28][cH:29][cH:30]3)[cH:23][cH:24]1)[CH:8]([C:12](=[O:13])[O:14][CH2:15][CH3:16])[NH:9][CH2:10][CH2:11]2.[CH2:61]([CH3:62])[Br:63].[CH3:64][N:65]([CH3:66])[CH:67]=[O:68].[CH3:69][CH2:70][O:71][C:72](=[O:73])[CH3:74].[K+:59].[K+:60]>>[CH2:1]([CH2:2][CH3:3])[c:4]1[n:5][c:6]2[c:7]([n:17]1[CH2:18][c:19]1[cH:20][cH:21][c:22](-[c:25]3[c:26](-[c:31]4[n:32][n:33][n:34][n:35]4[C:36]([c:37]4[cH:38][cH:39][cH:40][cH:41][cH:42]4)([c:43]4[cH:44][cH:45][cH:46][cH:47][cH:48]4)[c:49]4[cH:50][cH:51][cH:52][cH:53][cH:54]4)[cH:27][cH:28][cH:29][cH:30]3)[cH:23][cH:24]1)[CH:8]([C:12](=[O:13])[O:14][CH2:15][CH3:16])[N:9]([CH2:61][CH3:62])[CH2:10][CH2:11]2. Reactants: NCC1=NC(=C2N=CN(C2=N1)[C@@H]1O[C@@H]([C@H]([C@H]1O)O)CO)NCC1C2=CC=CC=C2C=2C=CC=CC12 ((2R,3R,4S,5R)-2-{2-(aminomethyl)-6-[(9H-fluoren-9-ylmethyl)amino]-9H-purin-9-yl}-5-(hydroxymethyl)tetrahydro-3,4-furandiol), C(C)(C)N(CCNC(=O)N1C=NC=C1)C(C)C (N-[2-(diisopropylamino)ethyl]-1H-imidazole-1-carboxamide). The product is O[C@H]1[C@@H](O[C@@H]([C@H]1O)CO)N1C2=NC(=NC(=C2N=C1)NCC1C2=CC=CC=C2C=2C=CC=CC12)CNC(=O)NCCN(C(C)C)C(C)C (N-({9-[(2R,3R,4S,5R)-3,4-Dihydroxy-5-(hydroxymethyl)tetrahydro-2-furanyl]-6-[(9H-fluoren-9-ylmethyl)amino]-9H-purin-2-yl}methyl)-N′-[2-(diisopropylamino)ethyl]urea). As a reaction SMILES: [NH2:1][CH2:2][C:3]1[N:11]=[C:10]2[C:6]([N:7]=[CH:8][N:9]2[C@H:12]2[C@H:16]([OH:17])[C@H:15]([OH:18])[C@@H:14]([CH2:19][OH:20])[O:13]2)=[C:5]([NH:21][CH2:22][CH:23]2[C:35]3[CH:34]=[CH:33][CH:32]=[CH:31][C:30]=3[C:29]3[C:24]2=[CH:25][CH:26]=[CH:27][CH:28]=3)[N:4]=1.[CH:36]([N:39]([CH:50]([CH3:52])[CH3:51])[CH2:40][CH2:41][NH:42][C:43](N1C=CN=C1)=[O:44])([CH3:38])[CH3:37]>>[OH:17][C@@H:16]1[C@H:15]([OH:18])[C@@H:14]([CH2:19][OH:20])[O:13][C@H:12]1[N:9]1[CH:8]=[N:7][C:6]2[C:10]1=[N:11][C:3]([CH2:2][NH:1][C:43]([NH:42][CH2:41][CH2:40][N:39]([CH:50]([CH3:52])[CH3:51])[CH:36]([CH3:37])[CH3:38])=[O:44])=[N:4][C:5]=2[NH:21][CH2:22][CH:23]1[C:35]2[CH:34]=[CH:33][CH:32]=[CH:31][C:30]=2[C:29]2[C:24]1=[CH:25][CH:26]=[CH:27][CH:28]=2. Procedure details: The title compound was prepared from (2R,3R,4S,5R)-2-{2-(aminomethyl)-6-[(9H-fluoren-9-ylmethyl)amino]-9H-purin-9-yl}-5-(hydroxymethyl)tetrahydro-3,4-furandiol (Preparation 13) and N-[2-(diisopropylamino)ethyl]-1H-imidazole-1-carboxamide (Preparation 27) in a similar procedure to Example 3. The reactants are COC=1C=C(CN2C(C(CC2)CC2=CC=C(C=C2)F)=O)C=C(C1OC)OC (1-(3,4,5-trimethoxybenzyl)-3-(4-fluorophenylmethyl)-2-oxopyrrolidine), [Si](C)(C)(C(C)(C)C)OCCCBr (3-t-butyldimethylsilyloxypropyl bromide). Yields the product COC=1C=C(CN2C(C(CC2)(CCCO[Si](C)(C)C(C)(C)C)CC2=CC=C(C=C2)F)=O)C=C(C1OC)OC (1-(3,4,5-trimethoxybenzyl)-3-(4-fluorophenylmethyl)-3-(3-t-butyldimethylsilyloxypropyl)-2-oxopyrrolidine). As a reaction SMILES: [CH3:1][O:2][C:3]1[CH:4]=[C:5]([CH:21]=[C:22]([O:26][CH3:27])[C:23]=1[O:24][CH3:25])[CH2:6][N:7]1[CH2:11][CH2:10][CH:9]([CH2:12][C:13]2[CH:18]=[CH:17][C:16]([F:19])=[CH:15][CH:14]=2)[C:8]1=[O:20].[Si:28]([O:35][CH2:36][CH2:37][CH2:38]Br)([C:31]([CH3:34])([CH3:33])[CH3:32])([CH3:30])[CH3:29]>>[CH3:1][O:2][C:3]1[CH:4]=[C:5]([CH:21]=[C:22]([O:26][CH3:27])[C:23]=1[O:24][CH3:25])[CH2:6][N:7]1[CH2:11][CH2:10][C:9]([CH2:12][C:13]2[CH:14]=[CH:15][C:16]([F:19])=[CH:17][CH:18]=2)([CH2:38][CH2:37][CH2:36][O:35][Si:28]([C:31]([CH3:32])([CH3:34])[CH3:33])([CH3:29])[CH3:30])[C:8]1=[O:20]. Procedure details: Prepare by the method of Example 17.3 using 1-(3,4,5-trimethoxybenzyl)-3-(4-fluorophenylmethyl)-2-oxopyrrolidine and 3-t-butyldimethylsilyloxypropyl bromide to give the title compound: Rf=0.52 (silica gel, 1/4 ethyl acetate/hexane). Procedure: To a solution of (1-((6-tosyl-6H-pyrrolo[2,3-e][1,2,4]triazolo[4,3-a]pyrazin-1-yl)methyl)-cyclobutyl)methanamine (0.225 g, 0.548 mmol) (prepared using A from Example #1, Step D, 2-(1-(tert-butoxycarbonylamino)cyclobutyl)acetic acid [prepared as described WO9921824A1], EDC•HCl, B with TEA, E with 4.0 M HCl in 1,4-dioxane) in DMF (10 mL) was added cyanoacetic acid (0.070 g, 0.822 mmol), HOBt (0.101 g, 0.658 mmol), EDC•HCl (0.126 g, 0.658 mmol) and DIEA (0.190 mL, 1.096 mmol) to give a brown soluti... Yields the product C1(=NN=C2N1C1=C(N=C2)NC=C1)CC1(CCC1)CNC(CC#N)=O (N-((1-((6H-pyrrolo[2,3-e][1,2,4]triazolo[4,3-a]pyrazin-1-yl)methyl)cyclobutyl)methyl)-2-cyanoacetamide). Run at time 18 hour. Reactants: S(=O)(=O)(C1=CC=C(C)C=C1)N1C=CC2=C1N=CC=1N2C(=NN1)CC1(CCC1)CN ((1-((6-tosyl-6H-pyrrolo[2,3-e][1,2,4]triazolo[4,3-a]pyrazin-1-yl)methyl)-cyclobutyl)methanamine), Cl (HCl), C(#N)CC(=O)O (cyanoacetic acid), C=1C=CC2=C(C1)N=NN2O (HOBt), CCN=C=NCCCN(C)C.Cl (EDC•HCl), CCN(C(C)C)C(C)C (DIEA), C(C)(C)(C)OC(=O)NC1(CCC1)CC(=O)O (2-(1-(tert-butoxycarbonylamino)cyclobutyl)acetic acid), CCN=C=NCCCN(C)C.Cl (EDC•HCl). Run in CN(C)C=O (DMF), O (Water), O1CCOCC1 (1,4-dioxane). RXN SMILES: S([N:11]1[C:15]2[N:16]=[CH:17][C:18]3[N:19]([C:20]([CH2:23][C:24]4([CH2:28][NH2:29])[CH2:27][CH2:26][CH2:25]4)=[N:21][N:22]=3)[C:14]=2[CH:13]=[CH:12]1)(C1C=CC(C)=CC=1)(=O)=O.C(OC([NH:37][C:38]1([CH2:42][C:43](O)=[O:44])CCC1)=O)(C)(C)C.CCN=C=NCCCN(C)C.Cl.Cl.C(CC(O)=O)#N.C1C=CC2N(O)N=NC=2C=1.CCN(C(C)C)C(C)C>O1CCOCC1.CN(C=O)C.O>[C:20]1([CH2:23][C:24]2([CH2:28][NH:29][C:43](=[O:44])[CH2:42][C:38]#[N:37])[CH2:25][CH2:26][CH2:27]2)[N:19]2[C:14]3[CH:13]=[CH:12][NH:11][C:15]=3[N:16]=[CH:17][C:18]2=[N:22][N:21]=1 |f:2.3|. The yield is 17.0%.